From a dataset of the Open Reaction Database (ORD), a public repository of structured organic reaction records. describe an organic reaction: reactants, conditions, products, and yield Reaction SMILES: [CH2:1]([O:3][C:4](=[O:18])[CH2:5][CH2:6][C:7]1[CH:16]=[CH:15][C:14]2[C:9](=[CH:10][CH:11]=[C:12]([OH:17])[CH:13]=2)[N:8]=1)[CH3:2].CCC(CC)=[C:22]([C:25]([O-:28])([O-:27])[O-])[CH2:23]C.[CH3:31][C:32](C)(C)C(O)=O.O.C1(C)C=CC(S(O)(=O)=O)=CC=1.C(=O)(O)[O-].[Na+]>C1(C)C=CC=CC=1.CCOCC.C(OCC)(=O)C.O>[CH2:1]([O:3][C:4](=[O:18])[CH2:5][CH2:6][C:7]1[CH:16]=[CH:15][C:14]2[C:13]([CH2:23][CH2:22][C:25]([O:27][CH2:31][CH3:32])=[O:28])=[C:12]([OH:17])[CH:11]=[CH:10][C:9]=2[N:8]=1)[CH3:2] |f:3.4,5.6|. The product is C(C)OC(CCC1=NC=2C=CC(=C(C2C=C1)CCC(=O)OCC)O)=O (6-Hydroxy-2,5-quinolinedipropanoic Acid Diethyl Ester). Procedure: A solution of 0.779 g (3.17 mmol) of 6-hydroxy-2-quinolinepropanoic acid ethyl ester from the preceding example, 1.11 g (6.38 mmol) of triethyl orthoacrylate and 0.491 g (4.81 mmol) of trimethylacetic acid in 21 mL of toluene was stirred at reflux for 16 hr. A solution of 0.283 g (1.62 mmol) of triethyl orthoacrylate in 3 mL of toluene was added and the reaction was allowed to stir under reflux for another 23 hr. After being cooled to room temperature, the solution was diluted with ether, washed... Yield: 83.0%. The reactants are C([O-])(O)=O.[Na+] (sodium bicarbonate), C(C)OC(CCC1=NC2=CC=C(C=C2C=C1)O)=O (6-hydroxy-2-quinolinepropanoic acid ethyl ester), O.C1(=CC=C(C=C1)S(=O)(=O)O)C (p-toluenesulfonic acid monohydrate), crude product, CCC(=C(CC)C([O-])([O-])[O-])CC (triethyl orthoacrylate), CC(C(=O)O)(C)C (trimethylacetic acid), CCC(=C(CC)C([O-])([O-])[O-])CC (triethyl orthoacrylate). The solvent is CCOCC (ether), CCOCC (ether), O (water), C(C)(=O)OCC (ethyl acetate), C1(=CC=CC=C1)C (toluene), C1(=CC=CC=C1)C (toluene). Starting materials: N1=CC(=CC=C1)/C=C/C(=O)O (trans-3-(3-pyridyl)acrylic acid), Br.OC=1C=C(CCN)C=CC1 (3-hydroxyphenethylamine hydrobromide). Solvent: ClCCl (dichloromethane), C(C)N(CC)CC (triethylamine), C(C(C)(C)C)(=O)Cl (pivaloyl chloride). Product: OC=1C=C(CCNC(\C=C\C=2C=NC=CC2)=O)C=CC1 ((E)-N-(3-hydroxyphenethyl)-3-(3-pyridyl)-2-propenoic acid amide). The yield is 78.1%. As a reaction SMILES: [N:1]1[CH:6]=[CH:5][CH:4]=[C:3](/[CH:7]=[CH:8]/[C:9]([OH:11])=O)[CH:2]=1.Br.[OH:13][C:14]1[CH:15]=[C:16]([CH:20]=[CH:21][CH:22]=1)[CH2:17][CH2:18][NH2:19]>ClCCl.C(N(CC)CC)C.C(Cl)(=O)C(C)(C)C>[OH:13][C:14]1[CH:15]=[C:16]([CH:20]=[CH:21][CH:22]=1)[CH2:17][CH2:18][NH:19][C:9](=[O:11])/[CH:8]=[CH:7]/[C:3]1[CH:2]=[N:1][CH:6]=[CH:5][CH:4]=1 |f:1.2|. Procedure: To a solution of trans-3-(3-pyridyl)acrylic acid (179 g) in dichloromethane (4.8 L), triethylamine (584 ml) and pivaloyl chloride (148 ml) were sequentially added under ice-cooling and stirring and stirred for 15 minutes. Subsequently, 3-hydroxyphenethylamine hydrobromide (263 g) was added at the same temperature and stirred for 2 hours. After the solvent was distilled out under reduced pressure, water was added to the residue and the precipitated crystal was filtered, washed with water and recr...